Dataset: the Open Reaction Database (ORD), a public repository of structured organic reaction records. Task: describe an organic reaction: reactants, conditions, products, and yield Starting materials: ClC=1C=C(C=CC(=O)O)C=CC1Cl (3,4-dichlorocinnamic acid), S(O)(O)(=O)=O (sulfuric acid), CO (methanol). Yields the product COC(C=CC1=CC(=C(C=C1)Cl)Cl)=O (3,4-dichlorocinnamic acid methyl ester). Reaction SMILES: [Cl:1][C:2]1[CH:3]=[C:4]([CH:10]=[CH:11][C:12]=1[Cl:13])[CH:5]=[CH:6][C:7]([OH:9])=[O:8].S(=O)(=O)(O)O.[CH3:19]O>>[CH3:19][O:8][C:7](=[O:9])[CH:6]=[CH:5][C:4]1[CH:10]=[CH:11][C:12]([Cl:13])=[C:2]([Cl:1])[CH:3]=1. Procedure: A suspension of 300 g of 3,4-dichlorocinnamic acid (J. Org. Chem., 26:2991 (1961)) and 25 ml of concentrated sulfuric acid in 1.7 liters of methanol is heated to reflux for 24 hours. The solution is concentrated, cooled, and filtered to give as a white solid, 3,4-dichlorocinnamic acid methyl ester, mp 114°-15° C. Reactants: COC(=O)CCCNS(=O)(=O)C(F)(F)F, CO, ClCCl, Cl, [Na+], CN(C)C=O, [OH-], O=S(Cl)Cl. Product: O=C(Cl)CCCNS(=O)(=O)C(F)(F)F. Reaction SMILES: [CH3:1][O:2][C:3]([CH2:4][CH2:5][CH2:6][NH:7][S:8](=[O:9])(=[O:10])[C:11]([F:12])([F:13])[F:14])=[O:15].[CH3:23][OH:24].[Cl:25][CH2:26][Cl:27].[ClH:18].[Na+:17].[O:28]=[CH:29][N:30]([CH3:31])[CH3:32].[OH-:16].[S:19]([Cl:20])([Cl:21])=[O:22]>>[O:2]=[C:3]([CH2:4][CH2:5][CH2:6][NH:7][S:8](=[O:9])(=[O:10])[C:11]([F:12])([F:13])[F:14])[Cl:21]. The reactants are NC=1C(=NC=CC1)Cl (3-amino-2-chloropyridine), C(C)(=O)NC1=C(SC=C1)C(=O)O (3-acetamidothiophene-2-carboxylic acid), P(Cl)(Cl)Cl (phosphorus trichloride). Run in N1=CC=CC=C1 (pyridine). Conditions: temperature 105 celsius. Product: CC=1N(C(C2=C(N1)C=CS2)=O)C=2C(=NC=CC2)Cl (2-methyl-3-(2-chloropyrid-3-yl)-3H-thieno[3,2-d]pyrimidin-4-one). Isolated yield 31.5%. Reaction SMILES: [NH2:1][C:2]1[C:3]([Cl:8])=[N:4][CH:5]=[CH:6][CH:7]=1.[C:9]([NH:12][C:13]1[CH:17]=[CH:16][S:15][C:14]=1[C:18](O)=[O:19])(=O)[CH3:10].P(Cl)(Cl)Cl>N1C=CC=CC=1>[CH3:10][C:9]1[N:1]([C:2]2[C:3]([Cl:8])=[N:4][CH:5]=[CH:6][CH:7]=2)[C:18](=[O:19])[C:14]2[S:15][CH:16]=[CH:17][C:13]=2[N:12]=1. Procedure: To a mixture of pyridine (4 mL), 3-amino-2-chloropyridine (0.514 g, 4 mmol), and 3-acetamidothiophene-2-carboxylic acid (0.370 g, 4 mmol) was added phosphorus trichloride (0.02 mL, 2.3 mmol). The reaction was heated to 105° C. for 3 hours, cooled to ambient temperature and partitioned between ethyl acetate and water. Phases were separated and the aqueous layer was extracted with ethyl acetate. The combined organic phase was washed with water and brine, dried over sodium sulfate and concentrated ... The yield is 22.0%. Yields the product C(C1=CC=CC=C1)OCCOC=1C=C2C=CNC2=CC1 (5-(2-Benzyloxy-ethoxy)-1H-indole). Procedure details: 5 (2-Benzyloxy-ethoxy)-2-nitro-toluene (12.4 g, 43.0 mmol), N-N-dimethylformamide dimethyl acetal (6.55 g, 51.6 mmol) and pyrrolidine (3.68 g, 51.6 mmol) were dissolved in N-N-dimethylformamide (25 mL). The mixture was heated to 120° C. for 16 h. The solvent was evaporated under vacuum and the crude reaction was dissolved in 70% ethyl acetate/methanol (250 mL). The reaction was placed in a Parr Hydrogenator under a hydrogen atmosphere for 16 h with 10% palladium on carbon [10% w/w] (3.00 g) at 5... The reagents and catalysts are [Pd] (palladium on carbon). As a reaction SMILES: [CH2:1]([O:8][CH2:9][CH2:10][O:11][C:12]1[C:13]([N+]([O-])=O)=[C:14]([CH3:18])[CH:15]=[CH:16][CH:17]=1)[C:2]1[CH:7]=[CH:6][CH:5]=[CH:4][CH:3]=1.[NH:22]1CCC[CH2:23]1>C(OCC)(=O)C.CO.[Pd]>[CH2:1]([O:8][CH2:9][CH2:10][O:11][C:12]1[CH:13]=[C:14]2[C:15](=[CH:16][CH:17]=1)[NH:22][CH:23]=[CH:18]2)[C:2]1[CH:7]=[CH:6][CH:5]=[CH:4][CH:3]=1 |f:2.3|. Run at temperature 120 celsius. Reactants: C(C1=CC=CC=C1)OCCOC=1C(=C(C=CC1)C)[N+](=O)[O-] ((2-Benzyloxy-ethoxy)-2-nitro-toluene), N-N-dimethylformamide dimethyl acetal, N1CCCC1 (pyrrolidine). The solvent is N-N-dimethylformamide, C(C)(=O)OCC.CO (ethyl acetate methanol). Reactants: O=CC1CN(C(CC2CCC2)C(=O)O)CC1c1cccc(F)c1, Cl, Fc1ccc(CCCC2CCNCC2)cc1F, O=C(O)C(CC1CCC1)N1CC(CN2CCC(CCCc3ccccc3)CC2)C(c2cccc(F)c2)C1. The product is O=C(O)C(CC1CCC1)N1CC(CN2CCC(CCCc3ccc(F)c(F)c3)CC2)C(c2cccc(F)c2)C1. Reaction SMILES: [CH:1](=[O:2])[CH:3]1[CH2:4][N:5]([CH:15]([C:16](=[O:17])[OH:18])[CH2:19][CH:20]2[CH2:21][CH2:22][CH2:23]2)[CH2:6][CH:7]1[c:8]1[cH:9][c:10]([F:14])[cH:11][cH:12][cH:13]1.[ClH:78].[F:61][c:62]1[cH:63][c:64]([CH2:69][CH2:70][CH2:71][CH:72]2[CH2:73][CH2:74][NH:75][CH2:76][CH2:77]2)[cH:65][cH:66][c:67]1[F:68].[c:24]1([CH2:25][CH2:26][CH2:27][CH:28]2[CH2:29][CH2:30][N:31]([CH2:32][CH:33]3[CH:34]([c:35]4[cH:36][cH:37][cH:38][c:39]([F:40])[cH:41]4)[CH2:42][N:43]([CH:44]([CH2:45][CH:46]4[CH2:47][CH2:48][CH2:49]4)[C:50]([OH:51])=[O:52])[CH2:53]3)[CH2:54][CH2:55]2)[cH:56][cH:57][cH:58][cH:59][cH:60]1>>[CH2:1]([CH:3]1[CH2:4][N:5]([CH:15]([C:16](=[O:17])[OH:18])[CH2:19][CH:20]2[CH2:21][CH2:22][CH2:23]2)[CH2:6][CH:7]1[c:8]1[cH:9][c:10]([F:14])[cH:11][cH:12][cH:13]1)[N:75]1[CH2:74][CH2:73][CH:72]([CH2:71][CH2:70][CH2:69][c:64]2[cH:63][c:62]([F:61])[c:67]([F:68])[cH:66][cH:65]2)[CH2:77][CH2:76]1. Starting materials: NC1=CC(=C(C(=O)O)C=C1Cl)OC (4-Amino-5-chloro-2-methoxybenzoic acid), [NH4+].[OH-] (NH4OH), C(=O)(N1C=NC=C1)N1C=NC=C1 (1,1'-carbonyldi-imidazole), C1CCN2CCCC12CCN (tetrahydro-1H-pyrrolizin-7a(5H)-ethylamine). Run in CO.C(Cl)(Cl)Cl (MeOH CHCl3), CN(C)C=O (DMF). Yields the product NC1=CC(=C(C(=O)NCCC23CCCN3CCC2)C=C1Cl)OC (4-Amino-5-chloro-2-methoxy-N-(tetrahydro-1H-pyrrolizin-7a(5H)-ylethyl)benzamide). The yield is 75.2%. Reaction SMILES: [NH2:1][C:2]1[C:10]([Cl:11])=[CH:9][C:5]([C:6]([OH:8])=O)=[C:4]([O:12][CH3:13])[CH:3]=1.C(N1C=CN=C1)(N1C=CN=C1)=O.[CH2:26]1[C:33]2([CH2:34][CH2:35][NH2:36])[N:29]([CH2:30][CH2:31][CH2:32]2)[CH2:28][CH2:27]1.[NH4+].[OH-]>CO.C(Cl)(Cl)Cl.CN(C=O)C>[NH2:1][C:2]1[C:10]([Cl:11])=[CH:9][C:5]([C:6]([NH:36][CH2:35][CH2:34][C:33]23[CH2:26][CH2:27][CH2:28][N:29]2[CH2:30][CH2:31][CH2:32]3)=[O:8])=[C:4]([O:12][CH3:13])[CH:3]=1 |f:3.4,5.6|. Reported procedure: 4-Amino-5-chloro-2-methoxybenzoic acid (1.0 g, 0.005 moles) and 1,1'-carbonyldi-imidazole (892 mg, 0.00055 moles) were suspended in the DMF (10 ml) and the mixture was stirred until solution occurred (three hours). At this time, tetrahydro-1H-pyrrolizin-7a(5H)-ethylamine [amine Heterocycles 16, 755, 1981](771 mg; 0.005 moles) was added and the mixture was stirred for 1 hour. Tlc 30% MeOH/CHCl3 /1/10% NH4OH indicated that the reaction was complete. Concentration afforded a residue which was parti...